From a dataset of the Open Reaction Database (ORD), a public repository of structured organic reaction records. describe an organic reaction: reactants, conditions, products, and yield Reactants: FC1=CC=C(C=C1)C1=NOC(=C1/C=C/C=1C=C(N(N1)C)C(=O)O)C (5-{(E)-2-[3-(4-fluoro-phenyl)-5-methyl-isoxazol-4-yl]-vinyl}-2-methyl-2H-pyrazole-3-carboxylic acid), OC(CN)(C)C (2-hydroxy-2-methylpropylamine). Product: OC(CNC(=O)C=1N(N=C(C1)\C=C\C=1C(=NOC1C)C1=CC=C(C=C1)F)C)(C)C (5-{(E)-2-[3-(4-Fluoro-phenyl)-5-methyl-isoxazol-4-yl]vinyl}-2-methyl-2H-pyrazole-3-carboxylic acid (2-hydroxy-2-methyl-propyl)-amide). Yield: 28.0%. RXN SMILES: [F:1][C:2]1[CH:7]=[CH:6][C:5]([C:8]2[C:12](/[CH:13]=[CH:14]/[C:15]3[CH:16]=[C:17]([C:21]([OH:23])=O)[N:18]([CH3:20])[N:19]=3)=[C:11]([CH3:24])[O:10][N:9]=2)=[CH:4][CH:3]=1.[OH:25][C:26]([CH3:30])([CH3:29])[CH2:27][NH2:28]>>[OH:25][C:26]([CH3:30])([CH3:29])[CH2:27][NH:28][C:21]([C:17]1[N:18]([CH3:20])[N:19]=[C:15](/[CH:14]=[CH:13]/[C:12]2[C:8]([C:5]3[CH:4]=[CH:3][C:2]([F:1])=[CH:7][CH:6]=3)=[N:9][O:10][C:11]=2[CH3:24])[CH:16]=1)=[O:23]. Procedure: As described for example 122, 5-{(E)-2-[3-(4-fluoro-phenyl)-5-methyl-isoxazol-4-yl]-vinyl}-2-methyl-2H-pyrazole-3-carboxylic acid was converted, using 2-hydroxy-2-methylpropylamine instead of isopropylamine, to the title compound (9.4 mg, 28%) which was obtained as a white solid. MS: m/e=399.2 [M+H]+.